Dataset: the Open Reaction Database (ORD), a public repository of structured organic reaction records. Task: describe an organic reaction: reactants, conditions, products, and yield Reactants: CCOC(=O)C(C)(C)Oc1ccc(OCc2c(C)nc(-c3ccc(C(F)(F)F)cc3)nc2CCOC)cc1C, C1CCOC1. As a reaction SMILES: [CH2:1]([CH3:2])[O:3][C:4]([C:5]([CH3:6])([CH3:7])[O:8][c:9]1[c:10]([CH3:38])[cH:11][c:12]([O:15][CH2:16][c:17]2[c:18]([CH2:34][CH2:35][O:36][CH3:37])[n:19][c:20](-[c:24]3[cH:25][cH:26][c:27]([C:30]([F:31])([F:32])[F:33])[cH:28][cH:29]3)[n:21][c:22]2[CH3:23])[cH:13][cH:14]1)=[O:39].[O:40]1[CH2:41][CH2:42][CH2:43][CH2:44]1>>[O:3]=[C:4]([C:5]([CH3:6])([CH3:7])[O:8][c:9]1[c:10]([CH3:38])[cH:11][c:12]([O:15][CH2:16][c:17]2[c:18]([CH2:34][CH2:35][O:36][CH3:37])[n:19][c:20](-[c:24]3[cH:25][cH:26][c:27]([C:30]([F:31])([F:32])[F:33])[cH:28][cH:29]3)[n:21][c:22]2[CH3:23])[cH:13][cH:14]1)[OH:39]. The product is COCCc1nc(-c2ccc(C(F)(F)F)cc2)nc(C)c1COc1ccc(OC(C)(C)C(=O)O)c(C)c1. Reactants: Br, N#Cc1ccc(CC23CCCN2C(=O)N(c2cc(Cl)c(NC(=O)OCc4ccccc4)c(Cl)c2)C3=O)cc1. Product: N#Cc1ccc(CC23CCCN2C(=O)N(c2cc(Cl)c(N)c(Cl)c2)C3=O)cc1. As a reaction SMILES: [BrH:39].[C:1](#[N:2])[c:3]1[cH:4][cH:5][c:6]([CH2:7][C:8]23[C:9](=[O:36])[N:10]([c:17]4[cH:18][c:19]([Cl:35])[c:20]([NH:24][C:25]([O:26][CH2:27][c:28]5[cH:29][cH:30][cH:31][cH:32][cH:33]5)=[O:34])[c:21]([Cl:23])[cH:22]4)[C:11](=[O:16])[N:12]2[CH2:13][CH2:14][CH2:15]3)[cH:37][cH:38]1>>[C:1](#[N:2])[c:3]1[cH:4][cH:5][c:6]([CH2:7][C:8]23[C:9](=[O:36])[N:10]([c:17]4[cH:18][c:19]([Cl:35])[c:20]([NH2:24])[c:21]([Cl:23])[cH:22]4)[C:11](=[O:16])[N:12]2[CH2:13][CH2:14][CH2:15]3)[cH:37][cH:38]1. The reactants are CCOC(=O)c1cnc2c3c(ccc2c1)C(=O)C([N+](=O)[O-])C=N3, CC(=O)O, [Na+], [OH-], O. Product: O=C(O)c1cnc2c3c(ccc2c1)C(=O)C([N+](=O)[O-])C=N3. RXN SMILES: [CH2:1]([CH3:2])[O:3][C:4](=[O:5])[c:6]1[cH:7][c:8]2[cH:9][cH:10][c:11]3[c:16]([c:17]2[n:18][cH:19]1)[N:15]=[CH:14][CH:13]([N+:20](=[O:21])[O-:22])[C:12]3=[O:23].[CH3:26][C:27](=[O:28])[OH:29].[Na+:25].[OH-:24].[OH2:30]>>[O:3]=[C:4]([OH:5])[c:6]1[cH:7][c:8]2[cH:9][cH:10][c:11]3[c:16]([c:17]2[n:18][cH:19]1)[N:15]=[CH:14][CH:13]([N+:20](=[O:21])[O-:22])[C:12]3=[O:23]. The reactants are Cl.NCC1=CC=C(C(=O)NCCC(=O)OCC)C=C1 (Ethyl 3-(4-Aminomethylbenzoylamino)propanoate hydrochloride), FC(OC1=CC=C(C=C1)N=C=O)(F)F (4-trifluoromethoxyphenylisocyanate). The solvent is C(C)(C)N(CC)C(C)C (diisopropylethylamine), C(C)#N (acetonitrile). Conditions: temperature 25 celsius. The product is C(C)OC(CCNC(C1=CC=C(C=C1)CNC(=O)NC1=CC=C(C=C1)OC(F)(F)F)=O)=O (3-{4-[3-(4-Trifluoromethoxyphenyl)ureidomethyl]benzoylamino}propionic Acid Ethyl Ester). As a reaction SMILES: Cl.[NH2:2][CH2:3][C:4]1[CH:19]=[CH:18][C:7]([C:8]([NH:10][CH2:11][CH2:12][C:13]([O:15][CH2:16][CH3:17])=[O:14])=[O:9])=[CH:6][CH:5]=1.[F:20][C:21]([F:33])([F:32])[O:22][C:23]1[CH:28]=[CH:27][C:26]([N:29]=[C:30]=[O:31])=[CH:25][CH:24]=1>C(#N)C.C(N(C(C)C)CC)(C)C>[CH2:16]([O:15][C:13](=[O:14])[CH2:12][CH2:11][NH:10][C:8](=[O:9])[C:7]1[CH:6]=[CH:5][C:4]([CH2:3][NH:2][C:30]([NH:29][C:26]2[CH:27]=[CH:28][C:23]([O:22][C:21]([F:20])([F:32])[F:33])=[CH:24][CH:25]=2)=[O:31])=[CH:19][CH:18]=1)[CH3:17] |f:0.1|. Reported procedure: Ethyl 3-(4-Aminomethylbenzoylamino)propanoate hydrochloride (0.25 g, 0.87 mmol) in acetonitrile (5 mL) and diisopropylethylamine (0.15 mL) was allowed to react with 4-trifluoromethoxyphenylisocyanate (0.37 g, 1.74 mmol) at 50° C. overnight. Upon cooling to 25° C. the product precipitated and was collected by filtration.